From a dataset of the Open Reaction Database (ORD), a public repository of structured organic reaction records. describe an organic reaction: reactants, conditions, products, and yield Reactants: C(C)OC(C(C)SC1=CN=C(S1)NC(=O)N([C@@H]1CC[C@H](CC1)C)C1CCCCC1)=O ({2-[3-Cyclohexyl-3-(trans-4-methyl-cyclohexyl)-ureido]-thiazol-5-ylsulfanyl}-propionic acid ethyl ester), C1(CCCCC1)N[C@@H]1CC[C@H](CC1)C (cyclohexyl-(trans-4-methyl-cyclohexyl)-amine), NC1=CN=CS1.C(C)OC(C(C)S)=O (5-aminothiazole 2-mercaptopropionic acid ethyl ester). Product: C1(CCCCC1)N(C(NC=1SC(=CN1)SCCC(=O)O)=O)[C@@H]1CC[C@H](CC1)C (3-{2-[3-Cyclohexyl-3-(trans-4-methyl-cyclohexyl)-ureido]-thiazol-5-ylsulfanyl}-propionic acid). Reaction SMILES: C(OC(=O)[CH:5]([S:7][C:8]1[S:12][C:11]([NH:13][C:14]([N:16]([CH:24]2[CH2:29][CH2:28][CH2:27][CH2:26][CH2:25]2)[C@H:17]2[CH2:22][CH2:21][C@H:20]([CH3:23])[CH2:19][CH2:18]2)=[O:15])=[N:10][CH:9]=1)[CH3:6])C.C1(N[C@H]2CC[C@H](C)CC2)CCCCC1.NC1SC=NC=1.C([O:53][C:54](=[O:58])C(S)C)C>>[CH:24]1([N:16]([C@H:17]2[CH2:18][CH2:19][C@H:20]([CH3:23])[CH2:21][CH2:22]2)[C:14](=[O:15])[NH:13][C:11]2[S:12][C:8]([S:7][CH2:5][CH2:6][C:54]([OH:58])=[O:53])=[CH:9][N:10]=2)[CH2:25][CH2:26][CH2:27][CH2:28][CH2:29]1 |f:2.3|. Reported procedure: {2-[3-Cyclohexyl-3-(trans-4-methyl-cyclohexyl)-ureido]-thiazol-5-ylsulfanyl}-propionic acid ethyl ester prepared as described in general procedure (A) using cyclohexyl-(trans-4-methyl-cyclohexyl)-amine and 5-aminothiazole-2-mercaptopropionic acid ethyl ester. Hydrolysis using general procedure (F) gave the title compound. Starting materials: Cc1csc(Nc2cc(Oc3cccc4ncccc34)c(Br)cn2)n1, CCOC(C)=O, O=C(C=Cc1ccccc1)C=Cc1ccccc1, O=C(C=Cc1ccccc1)C=Cc1ccccc1, O=C(C=Cc1ccccc1)C=Cc1ccccc1, [Pd], [Pd], COC(=O)CCS, CC1(C)c2cccc(P(c3ccccc3)c3ccccc3)c2Oc2c(P(c3ccccc3)c3ccccc3)cccc21. Yields the product COC(=O)CCSc1cnc(Nc2nc(C)cs2)cc1Oc1cccc2ncccc12. RXN SMILES: [Br:1][c:2]1[c:3]([O:15][c:16]2[c:17]3[cH:18][cH:19][cH:20][n:21][c:22]3[cH:23][cH:24][cH:25]2)[cH:4][c:5]([NH:8][c:9]2[s:10][cH:11][c:12]([CH3:14])[n:13]2)[n:6][cH:7]1.[CH3:131][CH2:132][O:133][C:134](=[O:135])[CH3:136].[O:113]=[C:114]([CH:115]=[CH:116][c:117]1[cH:118][cH:119][cH:120][cH:121][cH:122]1)[CH:123]=[CH:124][c:125]1[cH:126][cH:127][cH:128][cH:129][cH:130]1.[O:77]=[C:78]([CH:79]=[CH:80][c:81]1[cH:82][cH:83][cH:84][cH:85][cH:86]1)[CH:87]=[CH:88][c:89]1[cH:90][cH:91][cH:92][cH:93][cH:94]1.[O:95]=[C:96]([CH:97]=[CH:98][c:99]1[cH:100][cH:101][cH:102][cH:103][cH:104]1)[CH:105]=[CH:106][c:107]1[cH:108][cH:109][cH:110][cH:111][cH:112]1.[Pd:75].[Pd:76].[SH:68][CH2:69][CH2:70][C:71](=[O:72])[O:73][CH3:74].[c:26]1([P:27]([c:28]2[cH:29][cH:30][cH:31][cH:32][cH:33]2)[c:34]2[c:35]3[c:59]([cH:60][cH:61][cH:62]2)[C:56]([CH3:57])([CH3:58])[c:38]2[c:37]([c:42]([P:43]([c:44]4[cH:45][cH:46][cH:47][cH:48][cH:49]4)[c:50]4[cH:51][cH:52][cH:53][cH:54][cH:55]4)[cH:41][cH:40][cH:39]2)[O:36]3)[cH:63][cH:64][cH:65][cH:66][cH:67]1>>[c:2]1([S:68][CH2:69][CH2:70][C:71](=[O:72])[O:73][CH3:74])[c:3]([O:15][c:16]2[c:17]3[cH:18][cH:19][cH:20][n:21][c:22]3[cH:23][cH:24][cH:25]2)[cH:4][c:5]([NH:8][c:9]2[s:10][cH:11][c:12]([CH3:14])[n:13]2)[n:6][cH:7]1. The reactants are Cl, O=N[O-], COc1cc(C)nc(N)n1, [Na+], [Na+], [OH-], O. Product: COc1cc(C)nc(Cl)n1. RXN SMILES: [ClH:17].[N:11]([O-:12])=[O:13].[NH2:1][c:2]1[n:3][c:4]([O:9][CH3:10])[cH:5][c:6]([CH3:8])[n:7]1.[Na+:14].[Na+:16].[OH-:15].[OH2:18]>>[c:2]1([Cl:17])[n:3][c:4]([O:9][CH3:10])[cH:5][c:6]([CH3:8])[n:7]1.